This data is from the Open Reaction Database (ORD), a public repository of structured organic reaction records. The task is: describe an organic reaction: reactants, conditions, products, and yield The reactants are CN(C1=NN2C(N=C3C(=C2Cl)SCCC3)=N1)C (2-dimethylamino-5-chloro-7,8-dihydro-9H-thiopyrano[3,2-d]-1,2,4-triazolo[1,5-a]pyrimidine), C(C)(C)O (isopropanol), C(O)CN (ethanolamine). Run in O (water). The product is CN(C)C1=NN2C(N=C3C(=C2NCCO)SCCC3)=N1 (Dimethylamino-5-[N-(2-hydroxyethyl)amino]-7,8-dihydro-9H-thiopyrano[3,2-d]-1,2,4-triazolo[1,5-a]pyrimidine). As a reaction SMILES: [CH3:1][N:2]([CH3:17])[C:3]1[N:16]=[C:6]2[N:7]=[C:8]3[CH2:15][CH2:14][CH2:13][S:12][C:9]3=[C:10](Cl)[N:5]2[N:4]=1.C(O)(C)C.[CH2:22]([CH2:24][NH2:25])[OH:23]>O>[CH3:1][N:2]([C:3]1[N:16]=[C:6]2[N:7]=[C:8]3[CH2:15][CH2:14][CH2:13][S:12][C:9]3=[C:10]([NH:25][CH2:24][CH2:22][OH:23])[N:5]2[N:4]=1)[CH3:17]. Procedure: A mixture of 1.35 g (0,005 mole) of 2-dimethylamino-5-chloro-7,8-dihydro-9H-thiopyrano[3,2-d]-1,2,4-triazolo[1,5-a]pyrimidine, 5 ml of isopropanol and 0.61 g (0.01 mole) of ethanolamine is boiled for half an hour under stirring. 10 ml of water are added to the warm solution. The mixture is cooled, then the separated product is filtered and washed with water and cold isopropanol. Reactants: C(C1=CC=CC=C1)N(C1=C(C(=CC=C1)[N+](=O)[O-])C)CC1=CC=C(OC=2C=C(C=CC2)O)C=C1 (3-(4-{[benzyl(2-methyl-3-nitrophenyl)amino]methyl}phenoxy)phenol), OCCN1C(C=2C(C1=O)=CC=CC2)=O (N-(2-hydroxyethyl)-phthalimide). Product: C(C1=CC=CC=C1)N(C1=C(C(=CC=C1)[N+](=O)[O-])C)CC1=CC=C(OC=2C=C(OCCN3C(C4=CC=CC=C4C3=O)=O)C=CC2)C=C1 (2-{2-[3-(4-{[benzyl(2-methyl-3-nitrophenyl)amino]methyl}phenoxy)phenoxy]ethyl}-1H-isoindole-1,3(2H)-dione). Reaction SMILES: [CH2:1]([N:8]([CH2:19][C:20]1[CH:33]=[CH:32][C:23]([O:24][C:25]2[CH:26]=[C:27]([OH:31])[CH:28]=[CH:29][CH:30]=2)=[CH:22][CH:21]=1)[C:9]1[CH:14]=[CH:13][CH:12]=[C:11]([N+:15]([O-:17])=[O:16])[C:10]=1[CH3:18])[C:2]1[CH:7]=[CH:6][CH:5]=[CH:4][CH:3]=1.O[CH2:35][CH2:36][N:37]1[C:41](=[O:42])[C:40]2=[CH:43][CH:44]=[CH:45][CH:46]=[C:39]2[C:38]1=[O:47]>>[CH2:1]([N:8]([CH2:19][C:20]1[CH:33]=[CH:32][C:23]([O:24][C:25]2[CH:26]=[C:27]([CH:28]=[CH:29][CH:30]=2)[O:31][CH2:35][CH2:36][N:37]2[C:38](=[O:47])[C:39]3[C:40](=[CH:43][CH:44]=[CH:45][CH:46]=3)[C:41]2=[O:42])=[CH:22][CH:21]=1)[C:9]1[CH:14]=[CH:13][CH:12]=[C:11]([N+:15]([O-:17])=[O:16])[C:10]=1[CH3:18])[C:2]1[CH:3]=[CH:4][CH:5]=[CH:6][CH:7]=1. Procedure: The product from Example 61F and N-(2-hydroxyethyl)-phthalimide were processed as described in Example 62A to provide the title compound. Starting materials: C(#N)C1=C(SC(=C1C=C)C1=NN(C=N1)C1OCCCC1)C1=CC(=NC=C1)NC(OC)=O (methyl (4-{3-cyano-5-[1-(tetrahydro-2H-pyran-2-yl)-1H-1,2,4-triazol-3-yl]-4-vinyl-2-thienyl}pyridin-2-yl)carbamate), C[N+]1(CCOCC1)[O-] (N-Methylmorpholine N-oxide), C[N+]1(CCOCC1)[O-] (N-methylmorpholine N-oxide), O (water). Reagents/catalysts: [Os](=O)(=O)(=O)=O (osmium tetraoxide), O (Water). Run in C(C)(C)(C)O (tert-butyl alcohol), CC(=O)C (acetone), C(Cl)Cl.CO (DCM MeOH). Reaction conditions: time 17 hour. The product is C(#N)C1=C(SC(=C1C(CO)O)C1=NN(C=N1)C1OCCCC1)C1=CC(=NC=C1)NC(OC)=O (Methyl (4-{3-cyano-4-(1,2-dihydroxyethyl)-5-[1-(tetrahydro-2H-pyran-2-yl)-1H-1,2,4-triazol-3-yl]-2-thienyl}pyridin-2-yl)carbamate). Isolated yield 57.6%. Reaction SMILES: [C:1]([C:3]1[C:7]([CH:8]=[CH2:9])=[C:6]([C:10]2[N:14]=[CH:13][N:12]([CH:15]3[CH2:20][CH2:19][CH2:18][CH2:17][O:16]3)[N:11]=2)[S:5][C:4]=1[C:21]1[CH:26]=[CH:25][N:24]=[C:23]([NH:27][C:28](=[O:31])[O:29][CH3:30])[CH:22]=1)#[N:2].C[N+]1([O-])CC[O:36]CC1.[OH2:40]>C(O)(C)(C)C.CC(C)=O.C(Cl)Cl.CO.[Os](=O)(=O)(=O)=O.O>[C:1]([C:3]1[C:7]([CH:8]([OH:36])[CH2:9][OH:40])=[C:6]([C:10]2[N:14]=[CH:13][N:12]([CH:15]3[CH2:20][CH2:19][CH2:18][CH2:17][O:16]3)[N:11]=2)[S:5][C:4]=1[C:21]1[CH:26]=[CH:25][N:24]=[C:23]([NH:27][C:28](=[O:31])[O:29][CH3:30])[CH:22]=1)#[N:2] |f:5.6|. Procedure: To the suspension of methyl (4-{3-cyano-5-[1-(tetrahydro-2H-pyran-2-yl)-1H-1,2,4-triazol-3-yl]-4-vinyl-2-thienyl}pyridin-2-yl)carbamate (0.625 g, 1.34 mmol) in tert-butyl alcohol (3.0 mL) and acetone (30 mL) was added N-methylmorpholine N-oxide (0.315 g, 2.69 mmol), followed by water (1.0 mL) then 0.157 M of osmium tetraoxide in Water (0.257 mL, 0.0404 mmol). The pale yellow suspension was stirred at room temperature for 17 hours. N-Methylmorpholine N-oxide (0.315 g, 2.69 mmol) was added and the... Reactants: C1(CCCC1)OC=1C=C(C=O)C=CC1OC (3-cyclopentyloxy-4-methoxybenzaldehyde), C[Li] (methyllithium). Run in O1CCCC1 (tetrahydrofuran). Run at temperature -78 celsius, time 30 minute. The product is CC(C1=CC(=C(C=C1)OC)OC1CCCC1)O (α-Methyl-3-cyclopentyloxy-4-methoxybenzyl alcohol). The yield is 98.8%. As a reaction SMILES: [CH:1]1([O:6][C:7]2[CH:8]=[C:9]([CH:12]=[CH:13][C:14]=2[O:15][CH3:16])[CH:10]=[O:11])[CH2:5][CH2:4][CH2:3][CH2:2]1.[CH3:17][Li]>O1CCCC1>[CH3:17][CH:10]([OH:11])[C:9]1[CH:12]=[CH:13][C:14]([O:15][CH3:16])=[C:7]([O:6][CH:1]2[CH2:2][CH2:3][CH2:4][CH2:5]2)[CH:8]=1. Reported procedure: To a magnetically-stirred solution of 3-cyclopentyloxy-4-methoxybenzaldehyde (59.0 mmol, 13.0 g) in dry tetrahydrofuran (500 mL) at -78° C. is added methyllithium (100 mmol, 90.0 mL; 1.4M solution in ethyl ether) dropwise over 30 minutes. The resulting solution is stirred at -78° C. for 30 minutes and quenched at -78° C. by the rapid addition of aqueous saturated NH4Cl (140 mL). After warming to room temperature, water is added to dissolve the solids and the tetrahydrofuran was removed in vacuo.... The reactants are O1CCCC1 (tetrahydrofuran), [H-].[Na+] (sodium hydride), Cl.CC=1C=CC(=NC1C)C(=O)Cl (5,6-dimethyl-pyridine-2-carbonyl chloride hydrochloride), C(C)OC(C=CNC1=CC=CC=C1)=O (3-phenylamino-acrylic acid ethyl ester). Solvent: C(C)(=O)OCC (ethyl acetate), CCCCCC (hexane). Yields the product C(C)OC(C(=CNC1=CC=CC=C1)C(=O)C1=NC(=C(C=C1)C)C)=O (2-(5,6-Dimethyl-pyridine-2-carbonyl)-3-phenylamino-acrylic acid ethyl ester), product. As a reaction SMILES: Cl.[CH3:2][C:3]1[CH:4]=[CH:5][C:6]([C:10](Cl)=[O:11])=[N:7][C:8]=1[CH3:9].[CH2:13]([O:15][C:16](=[O:26])[CH:17]=[CH:18][NH:19][C:20]1[CH:25]=[CH:24][CH:23]=[CH:22][CH:21]=1)[CH3:14].[H-].[Na+].O1CCCC1>CCCCCC.C(OCC)(=O)C>[CH2:13]([O:15][C:16](=[O:26])[C:17]([C:10]([C:6]1[CH:5]=[CH:4][C:3]([CH3:2])=[C:8]([CH3:9])[N:7]=1)=[O:11])=[CH:18][NH:19][C:20]1[CH:25]=[CH:24][CH:23]=[CH:22][CH:21]=1)[CH3:14] |f:0.1,3.4|. Procedure: Compound 2e was prepared following the procedure outlined in Step 1 of Example 6 using 2.28 g (11.0 mmol) of 5,6-dimethyl-pyridine-2-carbonyl chloride hydrochloride (prepared as described by Paine, J. B.; J. Het. Chem. 1987, 351), 1.91 g (10.0 mmol) of 3-phenylamino-acrylic acid ethyl ester, 1.08 g (27.0 mmol) of 60% sodium hydride and 25 mL tetrahydrofuran. Flash chromatography using 10-80% ethyl acetate in hexane yielded 575 mg of the product as yellow solid. LC-MSD, m/z for C19H20N2O3 [M+H]+=...